Dataset: the Open Reaction Database (ORD), a public repository of structured organic reaction records. Task: describe an organic reaction: reactants, conditions, products, and yield The solvent is O1CCCC1.C(C)O (tetrahydrofuran ethanol), O1CCCC1.C(C)O (tetrahydrofuran ethanol). The reactants are IC1=CC(=C(CNC2=CC=C(C=C2)CC(=O)OCC)C=C1)OCCC (ethyl [4-(4-iodo-2-propoxybenzylamino)phenyl]acetate), [BH4-] (borohydride), bis(bipyridine)dibromonickel (II), CN1C(=NN=C1C1=CC=NC=C1)S (4-methyl-5-pyridin-4-yl-4H-[1,2,4]-triazole-3-thiol). Reported procedure: 265 mg (0.66 mmol, 3 eq) of resin-supported borohydride and 3 mg (0.01 mmol, 0.03 eq) of bis(bipyridine)dibromonickel (II) are added to a solution of 64 mg (0.33 mmol, 1.5 eq) of 4-methyl-5-pyridin-4-yl-4H-[1,2,4]-triazole-3-thiol in 1.5 ml of tetrahydrofuran/ethanol 5/5. To the suspension obtained there is added a solution of 100 mg (0.22 mmol, 1 eq) of ethyl [4-(4-iodo-2-propoxybenzylamino)phenyl]acetate in 1.5 ml of tetrahydrofuran/ethanol 5/5. The reaction mixture is stirred overnight under ... Conditions: time 8 hour. Reaction SMILES: [BH4-].[CH3:2][N:3]1[C:7]([C:8]2[CH:13]=[CH:12][N:11]=[CH:10][CH:9]=2)=[N:6][N:5]=[C:4]1[SH:14].I[C:16]1[CH:35]=[CH:34][C:19]([CH2:20][NH:21][C:22]2[CH:27]=[CH:26][C:25]([CH2:28][C:29]([O:31][CH2:32][CH3:33])=[O:30])=[CH:24][CH:23]=2)=[C:18]([O:36][CH2:37][CH2:38][CH3:39])[CH:17]=1>O1CCCC1.C(O)C>[CH2:32]([O:31][C:29](=[O:30])[CH2:28][C:25]1[CH:26]=[CH:27][C:22]([NH:21][CH2:20][C:19]2[CH:34]=[CH:35][C:16]([S:14][C:4]3[N:3]([CH3:2])[C:7]([C:8]4[CH:13]=[CH:12][N:11]=[CH:10][CH:9]=4)=[N:6][N:5]=3)=[CH:17][C:18]=2[O:36][CH2:37][CH2:38][CH3:39])=[CH:23][CH:24]=1)[CH3:33] |f:3.4|. Product: C(C)OC(CC1=CC=C(C=C1)NCC1=C(C=C(C=C1)SC1=NN=C(N1C)C1=CC=NC=C1)OCCC)=O ({4-[4-(4-Methyl-5-pyridin-4-yl-4H-[1,2,4]-triazol-3-ylsulfanyl)-2-propoxybenzylamino]phenyl}acetic acid ethyl ester). Reactants: ClC1=C(C(=O)O)C=CC=C1F (2-chloro-3-fluorobenzoic acid), C1(CC1)N (cyclopropylamine). Product: ClC1=C(CNC2CC2)C=CC=C1F ((2-Chloro-3-fluorobenzyl)cyclopropylamine). RXN SMILES: [Cl:1][C:2]1[C:10]([F:11])=[CH:9][CH:8]=[CH:7][C:3]=1[C:4](O)=O.[CH:12]1([NH2:15])[CH2:14][CH2:13]1>>[Cl:1][C:2]1[C:10]([F:11])=[CH:9][CH:8]=[CH:7][C:3]=1[CH2:4][NH:15][CH:12]1[CH2:14][CH2:13]1. Procedure: Prepared from 2-chloro-3-fluorobenzoic acid (2.00 g, 11.5 mmol) and cyclopropylamine according to above-described procedures C and E, and purified over amberlyst A15 (1.86 g, 81% over 2 steps). LC-MS (2-chloro-N-cyclopropyl-3-fluorobenzamide): tR=0.76 min, ES+: 214.10; LC-MS (title compound): tR=0.60 min, ES+: 200.12. RXN SMILES: [CH3:1][O:2][c:3]1[cH:4][cH:5][c:6]([OH:9])[cH:7][cH:8]1.[CH3:32][O:33][c:34]1[cH:35][cH:36][c:37]([O-:38])[cH:39][cH:40]1.[CH3:42][S:43]([CH3:44])=[O:45].[F:10][c:11]1[c:12]([C:13](=[O:14])[O:15][CH2:16][CH3:17])[c:18]([O:22][c:23]2[cH:24][c:25]3[c:26]([cH:27][cH:28]2)[O:29][CH2:30][O:31]3)[cH:19][cH:20][cH:21]1.[Na+:41]>>[CH3:1][O:2][c:3]1[cH:4][cH:5][c:6]([O-:9])[cH:7][cH:8]1.[Na+:41].[c:11]1([O:38][c:37]2[cH:36][cH:35][c:34]([O:33][CH3:32])[cH:40][cH:39]2)[c:12]([C:13](=[O:14])[O:15][CH2:16][CH3:17])[c:18]([O:22][c:23]2[cH:24][c:25]3[c:26]([cH:27][cH:28]2)[O:29][CH2:30][O:31]3)[cH:19][cH:20][cH:21]1. Reactants: COc1ccc(O)cc1, COc1ccc([O-])cc1, CS(C)=O, CCOC(=O)c1c(F)cccc1Oc1ccc2c(c1)OCO2, [Na+]. Product: COc1ccc([O-])cc1, [Na+], CCOC(=O)c1c(Oc2ccc(OC)cc2)cccc1Oc1ccc2c(c1)OCO2. Reactants: Cc1ccc(S(=O)(=O)OCC2C=Cc3ccc(Cl)c(-c4ccccc4Cl)c3O2)cc1, CCO, CCOC(C)=O, O=[Pt]=O. The product is Cc1ccc(S(=O)(=O)OCC2CCc3ccc(Cl)c(-c4ccccc4Cl)c3O2)cc1. As a reaction SMILES: [CH3:1][c:2]1[cH:3][cH:4][c:5]([S:8](=[O:9])(=[O:10])[O:11][CH2:12][CH:13]2[O:14][c:15]3[c:16](-[c:24]4[c:25]([Cl:30])[cH:26][cH:27][cH:28][cH:29]4)[c:17]([Cl:23])[cH:18][cH:19][c:20]3[CH:21]=[CH:22]2)[cH:6][cH:7]1.[CH3:31][CH2:32][OH:33].[CH3:34][CH2:35][O:36][C:37](=[O:38])[CH3:39].[Pt:40](=[O:41])=[O:42]>>[CH3:1][c:2]1[cH:3][cH:4][c:5]([S:8](=[O:9])(=[O:10])[O:11][CH2:12][CH:13]2[O:14][c:15]3[c:16](-[c:24]4[c:25]([Cl:30])[cH:26][cH:27][cH:28][cH:29]4)[c:17]([Cl:23])[cH:18][cH:19][c:20]3[CH2:21][CH2:22]2)[cH:6][cH:7]1. The reactants are COc1cc2c(c(C)c1C)C(=O)CC2c1cncn1Cc1ccccc1, CCO. The product is COc1cc2c(c(C)c1C)C(=O)CC2c1c[nH]cn1. Reaction SMILES: [CH2:1]([c:2]1[cH:3][cH:4][cH:5][cH:6][cH:7]1)[n:8]1[cH:9][n:10][cH:11][c:12]1[CH:13]1[CH2:14][C:15](=[O:26])[c:16]2[c:17]([CH3:25])[c:18]([CH3:24])[c:19]([O:22][CH3:23])[cH:20][c:21]21.[CH3:27][CH2:28][OH:29]>>[n:8]1[cH:9][nH:10][cH:11][c:12]1[CH:13]1[CH2:14][C:15](=[O:26])[c:16]2[c:17]([CH3:25])[c:18]([CH3:24])[c:19]([O:22][CH3:23])[cH:20][c:21]21. The reactants are CCCCCCCCCCCCCCCC(CC(=O)NC(Cc1ccccc1)C(=O)OCc1ccccc1)OC(=O)CCCCCNC(=O)CCCCCNC(C)=O, CO, C1CCOC1. The product is CCCCCCCCCCCCCCCC(CC(=O)NC(Cc1ccccc1)C(=O)O)OC(=O)CCCCCNC(=O)CCCCCNC(C)=O. Reaction SMILES: [CH2:1]([c:2]1[cH:3][cH:4][cH:5][cH:6][cH:7]1)[O:8][C:9]([CH:10]([NH:11][C:12]([CH2:13][CH:14]([CH2:15][CH2:16][CH2:17][CH2:18][CH2:19][CH2:20][CH2:21][CH2:22][CH2:23][CH2:24][CH2:25][CH2:26][CH2:27][CH2:28][CH3:29])[O:30][C:31]([CH2:32][CH2:33][CH2:34][CH2:35][CH2:36][NH:37][C:38]([CH2:39][CH2:40][CH2:41][CH2:42][CH2:43][NH:44][C:45]([CH3:46])=[O:47])=[O:48])=[O:49])=[O:50])[CH2:51][c:52]1[cH:53][cH:54][cH:55][cH:56][cH:57]1)=[O:58].[CH3:64][OH:65].[O:59]1[CH2:60][CH2:61][CH2:62][CH2:63]1>>[O:8]=[C:9]([CH:10]([NH:11][C:12]([CH2:13][CH:14]([CH2:15][CH2:16][CH2:17][CH2:18][CH2:19][CH2:20][CH2:21][CH2:22][CH2:23][CH2:24][CH2:25][CH2:26][CH2:27][CH2:28][CH3:29])[O:30][C:31]([CH2:32][CH2:33][CH2:34][CH2:35][CH2:36][NH:37][C:38]([CH2:39][CH2:40][CH2:41][CH2:42][CH2:43][NH:44][C:45]([CH3:46])=[O:47])=[O:48])=[O:49])=[O:50])[CH2:51][c:52]1[cH:53][cH:54][cH:55][cH:56][cH:57]1)[OH:58]. Starting materials: Cl.FC(CN1C(=CC2=CC(=CC=C12)OC1CCN(CC1)C(C)C)C(=O)N1CCNCC1)F ([1-(2,2-difluoro-ethyl)-5-(1-isopropyl-piperidin-4-yloxy)-1H-indol-2-yl]-piperazin-1-yl-methanone hydrochloride), CN(S(=O)(=O)Cl)C (dimethylsulfamoyl chloride). The product is CN(S(=O)(=O)N1CCN(CC1)C(=O)C=1N(C2=CC=C(C=C2C1)OC1CCN(CC1)C(C)C)CC(F)F)C (4-[1-(2,2-Difluoro-ethyl)-5-(1-isopropyl-piperidin-4-yloxy)-1H-indole-2-carbonyl]-piperazine-1-sulfonic acid dimethylamide). As a reaction SMILES: Cl.[F:2][CH:3]([F:32])[CH2:4][N:5]1[C:13]2[C:8](=[CH:9][C:10]([O:14][CH:15]3[CH2:20][CH2:19][N:18]([CH:21]([CH3:23])[CH3:22])[CH2:17][CH2:16]3)=[CH:11][CH:12]=2)[CH:7]=[C:6]1[C:24]([N:26]1[CH2:31][CH2:30][NH:29][CH2:28][CH2:27]1)=[O:25].[CH3:33][N:34]([CH3:39])[S:35](Cl)(=[O:37])=[O:36]>>[CH3:33][N:34]([CH3:39])[S:35]([N:29]1[CH2:28][CH2:27][N:26]([C:24]([C:6]2[N:5]([CH2:4][CH:3]([F:2])[F:32])[C:13]3[C:8]([CH:7]=2)=[CH:9][C:10]([O:14][CH:15]2[CH2:20][CH2:19][N:18]([CH:21]([CH3:23])[CH3:22])[CH2:17][CH2:16]2)=[CH:11][CH:12]=3)=[O:25])[CH2:31][CH2:30]1)(=[O:37])=[O:36] |f:0.1|. Reported procedure: The title compound was prepared in analogy to example 51, from [1-(2,2-difluoro-ethyl)-5-(1-isopropyl-piperidin-4-yloxy)-1H-indol-2-yl]-piperazin-1-yl-methanone hydrochloride and dimethylsulfamoyl chloride. Light-yellow solid. MS (m/z): 542.3 (M+H)+.